This data is from the Open Reaction Database (ORD), a public repository of structured organic reaction records. The task is: describe an organic reaction: reactants, conditions, products, and yield The reactants are COc1ccc2c(Cl)nc(Nc3cc(C)[nH]n3)cc2c1OC, Oc1ccc(F)cc1. The product is COc1ccc2c(Oc3ccc(F)cc3)nc(Nc3cc(C)[nH]n3)cc2c1OC. Reaction SMILES: [Cl:9][c:10]1[n:11][c:12]([NH:24][c:25]2[n:26][nH:27][c:28]([CH3:30])[cH:29]2)[cH:13][c:14]2[c:15]([O:22][CH3:23])[c:16]([O:20][CH3:21])[cH:17][cH:18][c:19]12.[F:1][c:2]1[cH:3][cH:4][c:5]([OH:8])[cH:6][cH:7]1>>[F:1][c:2]1[cH:3][cH:4][c:5]([O:8][c:10]2[n:11][c:12]([NH:24][c:25]3[n:26][nH:27][c:28]([CH3:30])[cH:29]3)[cH:13][c:14]3[c:15]([O:22][CH3:23])[c:16]([O:20][CH3:21])[cH:17][cH:18][c:19]23)[cH:6][cH:7]1. The reactants are O=C([O-])[O-], CC(C)c1ccccc1C(C)C, [Cu+2], Cc1ccc(I)cc1, [K+], [K+], O=S(=O)([O-])[O-], c1ccc2c(c1)Nc1ccccc1S2. Product: Cc1ccc(N2c3ccccc3Sc3ccccc32)cc1. Reaction SMILES: [C:23](=[O:24])([O-:25])[O-:26].[CH:35]([c:36]1[cH:37][cH:38][cH:39][cH:40][c:41]1[CH:42]([CH3:43])[CH3:44])([CH3:45])[CH3:46].[Cu+2:34].[I:15][c:16]1[cH:17][cH:18][c:19]([CH3:22])[cH:20][cH:21]1.[K+:27].[K+:28].[S:29]([O-:30])([O-:31])(=[O:32])=[O:33].[cH:1]1[cH:2][cH:3][cH:4][c:5]2[c:14]1[NH:13][c:12]1[c:7]([cH:8][cH:9][cH:10][cH:11]1)[S:6]2>>[cH:1]1[cH:2][cH:3][cH:4][c:5]2[c:14]1[N:13]([c:16]1[cH:17][cH:18][c:19]([CH3:22])[cH:20][cH:21]1)[c:12]1[c:7]([cH:8][cH:9][cH:10][cH:11]1)[S:6]2. Reactants: [OH-].[Na+] (Sodium hydroxide), [C-]#N.[Na+] (sodium cyanide), O.OC1=CC=C(C(C(=O)[O-])O)C=C1.[Na+] (sodium p-hydroxymandelate monohydrate), [Cl-].[Na+] (sodium chloride). Run in O (water), C(=O)O (Formic acid), CN(C=O)C (N,N-dimethylformamide). Run at temperature 135 celsius. Product: OC1=CC=C(CC#N)C=C1 (p-hydroxybenzyl cyanide). Reaction SMILES: [OH-].[Na+].[C-]#[N:4].[Na+].O.[OH:7][C:8]1[CH:18]=[CH:17][C:11]([CH:12](O)[C:13]([O-])=O)=[CH:10][CH:9]=1.[Na+].[Cl-].[Na+]>CN(C)C=O.O.C(O)=O>[OH:7][C:8]1[CH:18]=[CH:17][C:11]([CH2:12][C:13]#[N:4])=[CH:10][CH:9]=1 |f:0.1,2.3,4.5.6,7.8|. Procedure: Sodium hydroxide (4.0 g.) and sodium cyanide (5.0 g.) are added to a stirred suspension of sodium p-hydroxymandelate monohydrate (19 g. of 89% w/w material, the impurity being sodium chloride) in N,N-dimethylformamide (100 ml.) and the mixture is stirred and heated at 135° C. for 4 hours and then cooled. Formic acid (7.7 ml.) and water (200 ml.) are added and the mixture is extracted twice with methyl isobutyl ketone (100 ml. and 75 ml.). The combined extracts are washed twice with water (40 ml.... Reactants: [OH-].[Na+] (Sodium hydroxide), C(C1=CC=CC=C1)OC1=CC=C(C=C1)NC(C1=CC(=C(C=C1)Cl)[N+](=O)[O-])=S (N-(4-Benzyloxy-phenyl)-4-chloro-3-nitro-thiobenzamide), Potassium ferri(III)cyanide. The solvent is CO (methanol). Reaction conditions: temperature 130 celsius. Product: C(C1=CC=CC=C1)OC1=CC2=C(N=C(S2)C2=CC(=C(C=C2)Cl)[N+](=O)[O-])C=C1 (6-benzyloxy-2-(4-chloro-3-nitro-phenyl)-benzothiazole). As a reaction SMILES: [CH2:1]([O:8][C:9]1[CH:14]=[CH:13][C:12]([NH:15][C:16](=[S:27])[C:17]2[CH:22]=[CH:21][C:20]([Cl:23])=[C:19]([N+:24]([O-:26])=[O:25])[CH:18]=2)=[CH:11][CH:10]=1)[C:2]1[CH:7]=[CH:6][CH:5]=[CH:4][CH:3]=1.[OH-].[Na+]>CO>[CH2:1]([O:8][C:9]1[CH:14]=[CH:13][C:12]2[N:15]=[C:16]([C:17]3[CH:22]=[CH:21][C:20]([Cl:23])=[C:19]([N+:24]([O-:26])=[O:25])[CH:18]=3)[S:27][C:11]=2[CH:10]=1)[C:2]1[CH:3]=[CH:4][CH:5]=[CH:6][CH:7]=1 |f:1.2|. Procedure: N-(4-Benzyloxy-phenyl)-4-chloro-3-nitro-thiobenzamide (2 g, 5 mmol) was dissolved in methanol (100 ml). Sodium hydroxide (1.6 g in 5 ml water) was added followed by Triton B (2.1 ml, 5 mmol, commercially available). The mixture was cooled in an ice-bath. Potassium ferri(III)cyanide (13.2 g in 50 ml water) was added drop wise with vigorous stirring. The reaction mixture was allowed to warm up overnight and was further warmed to 130° C. for 1 hour. The reaction mixture was cooled and extracted wit...